From a dataset of the Open Reaction Database (ORD), a public repository of structured organic reaction records. describe an organic reaction: reactants, conditions, products, and yield The reactants are FC=1C=CC(=C(OC2CCOCC2)C1)[N+](=O)[O-] (4-(5-Fluoro-2-nitrophenoxy)tetrahydro-2-H-pyran). The reagents and catalysts are [Pd] (Pd/C). Run in C(C)OC(C)=O (ethylacetate). Yields the product FC1=CC(=C(N)C=C1)OC1CCOCC1 (4-fluoro-2-(tetrahydro-2H-pyran-4-yloxy)aniline). Reaction SMILES: [F:1][C:2]1[CH:3]=[CH:4][C:5]([N+:15]([O-])=O)=[C:6]([CH:14]=1)[O:7][CH:8]1[CH2:13][CH2:12][O:11][CH2:10][CH2:9]1>C(OC(=O)C)C.[Pd]>[F:1][C:2]1[CH:3]=[CH:4][C:5]([NH2:15])=[C:6]([O:7][CH:8]2[CH2:13][CH2:12][O:11][CH2:10][CH2:9]2)[CH:14]=1. Procedure details: 4-(5-Fluoro-2-nitrophenoxy)tetrahydro-2-H-pyran (8.4 g) was dissolved in ethylacetate (30 ml) and Pd/C (500 mg) was added. The reaction was hydrogenated at room temperature and 50 PSI. The mixture was concentrated in vacuo to give the intended product.